This data is from the Open Reaction Database (ORD), a public repository of structured organic reaction records. The task is: describe an organic reaction: reactants, conditions, products, and yield Starting materials: C(C)OC(=O)C=1C(=NC2=C(C=CC=C2C1)Cl)C=1C=NC=CC1 (8-chloro-2-(pyridin-3-yl)quinoline-3-carboxylic acid ethyl ester), CC(C)C[AlH]CC(C)C (DIBAL-H). The solvent is C1(=CC=CC=C1)C (toluene). Reaction conditions: time 2 hour. Product: ClC=1C=CC=C2C=C(C(=NC12)C=1C=NC=CC1)CO ([8-chloro-2-(pyridin-3-yl)quinolin-3-yl]methanol). The yield is 99.3%. Reaction SMILES: C([O:3][C:4]([C:6]1[C:7]([C:17]2[CH:18]=[N:19][CH:20]=[CH:21][CH:22]=2)=[N:8][C:9]2[C:14]([CH:15]=1)=[CH:13][CH:12]=[CH:11][C:10]=2[Cl:16])=O)C.CC(C[AlH]CC(C)C)C>C1(C)C=CC=CC=1>[Cl:16][C:10]1[CH:11]=[CH:12][CH:13]=[C:14]2[C:9]=1[N:8]=[C:7]([C:17]1[CH:18]=[N:19][CH:20]=[CH:21][CH:22]=1)[C:6]([CH2:4][OH:3])=[CH:15]2. Reported procedure: To a suspension of 8-chloro-2-(pyridin-3-yl)quinoline-3-carboxylic acid ethyl ester (1.0 g, 3.2 mmol) in toluene at −78° C. was added a solution of DIBAL-H (10 mL, 1M in DCM) dropwise over 10 minutes. The mixture was stirred at this temperature for 2 h, then quenched by the addition of a saturated aqueous solution of Rochelle salt (5 mL). After warming to room temperature, extra Rochelle salt solution (5 mL) was added. The resulting solid was filtered, washed on the sinter with aqueous NaOH solu... Reactants: Cl, Cl, NO, Cc1cc(C(=O)c2cccs2)cc(C)c1OCC(=O)O, c1ccncc1. Yields the product Cc1cc(C(=NO)c2cccs2)cc(C)c1OCC(=O)O. RXN SMILES: [ClH:21].[ClH:24].[NH2:22][OH:23].[c:1]1([C:6](=[O:7])[c:8]2[cH:9][c:10]([CH3:20])[c:11]([O:12][CH2:13][C:14](=[O:15])[OH:16])[c:17]([CH3:19])[cH:18]2)[cH:2][cH:3][cH:4][s:5]1.[cH:25]1[cH:26][cH:27][n:28][cH:29][cH:30]1>>[c:1]1([C:6]([c:8]2[cH:9][c:10]([CH3:20])[c:11]([O:12][CH2:13][C:14](=[O:15])[OH:16])[c:17]([CH3:19])[cH:18]2)=[N:22][OH:23])[cH:2][cH:3][cH:4][s:5]1.